Dataset: the Open Reaction Database (ORD), a public repository of structured organic reaction records. Task: describe an organic reaction: reactants, conditions, products, and yield Reactants: BrCCc1ccccc1, CCOC(=O)c1ccncc1, CC(C)O. Reaction SMILES: [Br:12][CH2:13][CH2:14][c:15]1[cH:16][cH:17][cH:18][cH:19][cH:20]1.[C:1]([c:2]1[cH:3][cH:4][n:5][cH:6][cH:7]1)(=[O:8])[O:9][CH2:10][CH3:11].[CH3:21][CH:22]([OH:23])[CH3:24]>>[Br-:12].[C:1]([c:2]1[cH:3][cH:4][n+:5]([CH2:13][CH2:14][c:15]2[cH:16][cH:17][cH:18][cH:19][cH:20]2)[cH:6][cH:7]1)(=[O:8])[O:9][CH2:10][CH3:11]. Yields the product [Br-], CCOC(=O)c1cc[n+](CCc2ccccc2)cc1. Starting materials: N (NH3), BrC=1N=C(N2C1C(=NC=C2)Cl)C2CCC2 (1-bromo-8-chloro-3-cyclobutylimidazo[1,5-a]pyrazine), O (H2O). Run in CC(C)O (IPA). Reaction conditions: temperature 100 celsius. Yields the product BrC=1N=C(N2C1C(=NC=C2)N)C2CCC2 (1-Bromo-3-cyclobutyl-imidazo[1,5-a]pyrazin-8-ylamine). As a reaction SMILES: [Br:1][C:2]1[N:3]=[C:4]([CH:12]2[CH2:15][CH2:14][CH2:13]2)[N:5]2[CH:10]=[CH:9][N:8]=[C:7](Cl)[C:6]=12.[NH3:16].O>CC(O)C>[Br:1][C:2]1[N:3]=[C:4]([CH:12]2[CH2:15][CH2:14][CH2:13]2)[N:5]2[CH:10]=[CH:9][N:8]=[C:7]([NH2:16])[C:6]=12. Procedure: A suspension of 1-bromo-8-chloro-3-cyclobutylimidazo[1,5-a]pyrazine (341 mg, 1.2 mmol) in IPA (3 mL) was saturated with NH3(g) at 0° C. for 3 min. The tube was sealed and heated at 100° C. for 17 h. H2O (10 mL) was added and the mixture was extracted with EtOAc (3×30 mL). The organic phase was washed with brine and concentrated under reduced pressure to provide the title compound as a white solid; 1H NMR (400 MHz, CDCl3) δ 7.30 (d, J=4.8 Hz, 1H), 6.97 (d, J=5.2 Hz, 1H), 5.65 (br, 2H), 3.70 (qud,... Reaction conditions: time 15 minute. Procedure details: 5-Nitro-2-furoic acid (5 g, 0.032 mol) was dissolved in dry DMF (25 mL). To this solution was added 1,1'-carbonyldiimidazole (5.7 g, 0.035 mol). The mixture was stirred at room temperature for 15 min; an orange colored suspension was formed. 3-Methyl-2-butenyl amine hydrochloride (3.9 g, 0.032 mol) was suspended in dry DMF (15 mL) in an Erlenmeyer flask and neutralized with NaHCO3, and the amine suspension was slowly added to the 5-nitro-2-furanoic acid and 1,1'-carbonyldiimidazole reaction mixt... Reaction SMILES: [N+:1]([C:4]1[O:8][C:7]([C:9]([OH:11])=O)=[CH:6][CH:5]=1)([O-:3])=[O:2].C(N1C=CN=C1)(N1C=CN=C1)=O.Cl.[CH3:25][C:26]([CH3:30])=[CH:27][CH2:28][NH2:29].C([O-])(O)=O.[Na+]>CN(C=O)C.CO.ClCCl>[CH3:25][C:26]([CH3:30])=[CH:27][CH2:28][NH:29][C:9]([C:7]1[O:8][C:4]([N+:1]([O-:3])=[O:2])=[CH:5][CH:6]=1)=[O:11] |f:2.3,4.5,7.8|. The reactants are amine, [N+](=O)([O-])C1=CC=C(O1)C(=O)O (5-nitro-2-furanoic acid), C(=O)(N1C=NC=C1)N1C=NC=C1 (1,1'-carbonyldiimidazole), C(=O)(O)[O-].[Na+] (NaHCO3), 448, C(=O)(N1C=NC=C1)N1C=NC=C1 (1,1'-carbonyldiimidazole), [N+](=O)([O-])C1=CC=C(O1)C(=O)O (5-Nitro-2-furoic acid), Cl.CC(=CCN)C (3-Methyl-2-butenyl amine hydrochloride). Product: CC(=CCNC(=O)C=1OC(=CC1)[N+](=O)[O-])C (N-(3-Methyl-2-butenyl)-5-nitro-2-furancarboxamide). Solvent: CN(C)C=O (DMF), CO.ClCCl (methanol dichloromethane), CN(C)C=O (DMF). The reactants are CC(CCCCCCCC)O (2-decanol), C(C)(C)N(CC)C(C)C (diisopropylethylamine), Cl (HCl), CS(=O)(=O)Cl (methanesulfonyl chloride). Solvent: C(Cl)Cl (CH2Cl2), C(Cl)Cl (CH2Cl2). Reaction conditions: time 10 minute. Yields the product CS(=O)(=O)OC(C)CCCCCCCC (2-methanesulfonyloxydecane). The yield is 105.8%. As a reaction SMILES: [CH3:1][CH:2]([OH:11])[CH2:3][CH2:4][CH2:5][CH2:6][CH2:7][CH2:8][CH2:9][CH3:10].C(N(C(C)C)CC)(C)C.[CH3:21][S:22](Cl)(=[O:24])=[O:23].Cl>C(Cl)Cl>[CH3:21][S:22]([O:11][CH:2]([CH2:3][CH2:4][CH2:5][CH2:6][CH2:7][CH2:8][CH2:9][CH3:10])[CH3:1])(=[O:24])=[O:23]. Reported procedure: To a solution of 2-decanol (5.0 ml, 26.0 mmol) in dry CH2Cl2 (52 ml) under an N2 atmosphere was added diisopropylethylamine (5.6 ml, 32.1 mmol). The reaction flask was immersed in an ice/water bath. After stirring for 10 minutes, methanesulfonyl chloride (2.8 ml, 36.1 mmol) was added via syringe over a period of 10 minutes. After stirring for 3 hrs, the reaction was diluted with cold CH2Cl2 (200 ml) and poured into cold 5% aqueous HCl (100 ml). The layers were separated and the organic phase was... The product is C(C)N(CCCCC1=C(C=CC=C1)S(=O)(=O)NC1=C(C=2CCCCC2C=C1)C(=O)OC)CC (methyl 2-[({2-[4-(diethylamino)butyl]phenyl}sulfonyl)amino]-5,6,7,8-tetrahydro-1-naphthalenecarboxylate). Isolated yield 109.8%. Reagents/catalysts: [Pd] (Pd/C). Reactants: C(C)N(CC/C=C/C1=C(C=CC=C1)S(=O)(=O)NC1=C(C=2CCCCC2C=C1)C(=O)OC)CC (methyl 2-[({2-[(1E)-4-(diethylamino)-1-butenyl]phenyl}sulfonyl)amino]-5,6,7,8-tetrahydro-1-naphthalenecarboxylate). Procedure: A mixture of Example 529D (300 mg, 0.64 mmol) in methanol (12 mL) was hydrogenated with H2 over 90 mg (30 wt %) of 10% Pd/C. After 4.5 hours the reaction was filtered through diatomaceous earth (Celite®). The pad was washed with methanol and the filtrates were combined with those from a 50 mg scale (0.11 mmol) reaction and concentrated to provide 332 mg (94%) of the desired product. MS (ESI(+)) m/e 473 (M+H)+; 1H NMR (400 MHz, CDCl3) δ 1.00 (t, J=7.14 Hz, 6H) 1.58 (m, 2H) 1.68 (m, 6H) 2.53 (m, 6... Run in CO (methanol). As a reaction SMILES: [CH2:1]([N:3]([CH2:32][CH3:33])[CH2:4][CH2:5]/[CH:6]=[CH:7]/[C:8]1[CH:13]=[CH:12][CH:11]=[CH:10][C:9]=1[S:14]([NH:17][C:18]1[CH:27]=[CH:26][C:25]2[CH2:24][CH2:23][CH2:22][CH2:21][C:20]=2[C:19]=1[C:28]([O:30][CH3:31])=[O:29])(=[O:16])=[O:15])[CH3:2]>CO.[Pd]>[CH2:32]([N:3]([CH2:1][CH3:2])[CH2:4][CH2:5][CH2:6][CH2:7][C:8]1[CH:13]=[CH:12][CH:11]=[CH:10][C:9]=1[S:14]([NH:17][C:18]1[CH:27]=[CH:26][C:25]2[CH2:24][CH2:23][CH2:22][CH2:21][C:20]=2[C:19]=1[C:28]([O:30][CH3:31])=[O:29])(=[O:15])=[O:16])[CH3:33]. The reactants are ClC1=C(C(=O)NC(COCCC2=CC=C(C=C2)Cl)=N)C=C(C=N1)Cl (2,5-dichloro-N-{2-[2-(4-chloro-phenyl)-ethoxy]-1-imino-ethyl}-nicotinamide), CC(C)(C)[O-].[K+] (KOtBu). Yields the product ClC1=CC2=C(N=C(NC2=O)COCCC2=CC=C(C=C2)Cl)N=C1 (6-chloro-2-[2-(4-chloro-phenyl)-ethoxymethyl]-3H-pyrido[2,3-d]pyrimidin-4-one). As a reaction SMILES: Cl[C:2]1[N:23]=[CH:22][C:21]([Cl:24])=[CH:20][C:3]=1[C:4]([NH:6][C:7](=[NH:19])[CH2:8][O:9][CH2:10][CH2:11][C:12]1[CH:17]=[CH:16][C:15]([Cl:18])=[CH:14][CH:13]=1)=[O:5].CC([O-])(C)C.[K+]>>[Cl:24][C:21]1[CH:22]=[N:23][C:2]2[N:19]=[C:7]([CH2:8][O:9][CH2:10][CH2:11][C:12]3[CH:17]=[CH:16][C:15]([Cl:18])=[CH:14][CH:13]=3)[NH:6][C:4](=[O:5])[C:3]=2[CH:20]=1 |f:1.2|. Procedure: In analogy to the procedure described in example 78.4, 2,5-dichloro-N-{2-[2-(4-chloro-phenyl)-ethoxy]-1-imino-ethyl}-nicotinamide was treated with KOtBu to obtain 6-chloro-2-[2-(4-chloro-phenyl)-ethoxymethyl]-3H-pyrido[2,3-d]pyrimidin-4-one as orange crystals. MS: m/e=350.2 [M+H+].